From a dataset of the Open Reaction Database (ORD), a public repository of structured organic reaction records. describe an organic reaction: reactants, conditions, products, and yield Procedure: Bistrimethylsilylacetamide (0.25 ml, 1 mmole) was added to a solution of 2-acetonyl-3,4-dihydroxy-5-(2,3-epoxy-5-hydroxy-4-methylhexyl)-2,3,5,6-tetrahydropyran (0.1 g, 0.33 mmole) in tetrahydrofuran (1 ml) at 0° C. and then stirred at room temperature for 0.5 hour. The solvent was then completely removed in vacuo at room temperature and the residue dissolved in tetrahydrofuran (1 ml) for use in the next stage. Triethyl phosphonoacetate (0.075 g, 0.33 mmole) in tetrahydrofuran (2 ml) was added dr... The product is OC1C(OCC(C1O)CC1C(C(C(C)O)C)O1)C\C(=C/C(=O)OCC)\C (ethyl 4-[3,4-dihydroxy-5-(2,3-epoxy-5-hydroxy-4-methylhexyl)-2,3,5,6-tetrahydropyran-2-yl]-3-methylbut-2Z-enoate). RXN SMILES: C[Si]([CH:5]([Si](C)(C)C)[C:6](N)=[O:7])(C)C.[CH2:13]([CH:17]1[CH:22]([OH:23])[CH:21]([OH:24])[CH:20]([CH2:25][CH:26]2[O:33][CH:27]2[CH:28]([CH3:32])[CH:29]([OH:31])[CH3:30])[CH2:19][O:18]1)[C:14]([CH3:16])=O.[H-].[Na+].[C:36](=[O:39])(O)[O-].[Na+].[Cl-].[Na+].O1CCC[CH2:44]1>C(Cl)(Cl)Cl.CO.C(O)C>[OH:23][CH:22]1[CH:21]([OH:24])[CH:20]([CH2:25][CH:26]2[O:33][CH:27]2[CH:28]([CH3:32])[CH:29]([OH:31])[CH3:30])[CH2:19][O:18][CH:17]1[CH2:13]/[C:14](/[CH3:44])=[CH:16]\[C:36]([O:7][CH2:6][CH3:5])=[O:39] |f:2.3,4.5,6.7,9.10|. The solvent is C(C)O (ethanol), C(Cl)(Cl)Cl.CO (chloroform methanol). Run at time 0.5 hour. The reactants are silylated 2-acetonyl-3,4-dihydroxy-5-(5-hydroxy-2,3-epoxy-4-methylhexyl)-2,3,5,6-tetrahydropyran, Triethyl phosphonoacetate, [H-].[Na+] (sodium hydride), O1CCCC1 (tetrahydrofuran), [Cl-].[Na+] (sodium chloride), C[Si](C)(C)C(C(=O)N)[Si](C)(C)C (Bistrimethylsilylacetamide), C(C(=O)C)C1OCC(C(C1O)O)CC1C(C(C(C)O)C)O1 (2-acetonyl-3,4-dihydroxy-5-(2,3-epoxy-5-hydroxy-4-methylhexyl)-2,3,5,6-tetrahydropyran), O1CCCC1 (tetrahydrofuran), C([O-])(O)=O.[Na+] (sodium bicarbonate), ice water. Reactants: FC=1C=NC2=CC=C(C=C2C1CCCC1(CCNCC1)C(=O)OCC)OC (ethyl 4-[3-(3-fluoro-6-methoxyquinolin-4-yl)propyl]piperidine-4-carboxylate), ClCCSC1CCCCC1 (2-chloroethylthiocyclohexane), [I-].[K+] (potassium iodide), C([O-])([O-])=O.[K+].[K+] (potassium carbonate), C(C)#N (acetonitrile). Conditions: temperature 70 celsius, time 18 hour. Product: C1(CCCCC1)CCN1CCC(CC1)(C(=O)OCC)CCCC1=C(C=NC2=CC=C(C=C12)OC)F (ethyl 1-(2-cyclohexylethyl)-4-[3-(3-fluoro-6-methoxyquinolin-4-yl)propyl]piperidine-4-carboxylate). Reaction SMILES: [F:1][C:2]1[CH:3]=[N:4][C:5]2[C:10]([C:11]=1[CH2:12][CH2:13][CH2:14][C:15]1([C:21]([O:23][CH2:24][CH3:25])=[O:22])[CH2:20][CH2:19][NH:18][CH2:17][CH2:16]1)=[CH:9][C:8]([O:26][CH3:27])=[CH:7][CH:6]=2.ClCCS[CH:32]1[CH2:37][CH2:36][CH2:35][CH2:34][CH2:33]1.[I-].[K+].C(=O)([O-])[O-].[K+].[K+].[C:46](#N)[CH3:47]>>[CH:32]1([CH2:46][CH2:47][N:18]2[CH2:19][CH2:20][C:15]([CH2:14][CH2:13][CH2:12][C:11]3[C:10]4[C:5](=[CH:6][CH:7]=[C:8]([O:26][CH3:27])[CH:9]=4)[N:4]=[CH:3][C:2]=3[F:1])([C:21]([O:23][CH2:24][CH3:25])=[O:22])[CH2:16][CH2:17]2)[CH2:33][CH2:34][CH2:35][CH2:36][CH2:37]1 |f:2.3,4.5.6|. Reported procedure: A mixture of 0.4 g of ethyl 4-[3-(3-fluoro-6-methoxyquinolin-4-yl)propyl]piperidine-4-carboxylate, 0.23 g of 2-chloroethylthiocyclohexane, 0.18 g of potassium iodide and 0.74 g of potassium carbonate in 15 cm3 of acetonitrile was stirred for 18 hours at a temperature in the region of 70° C. After cooling to about 20° C., the reaction mixture was concentrated to dryness under reduced pressure (5 kPa) at a temperature in the region of 40° C. The evaporation residue was purified by chromatography u... Starting materials: Cl.BrC1=CC=C2C(=NC=NC2=C1)NC1=CC(=C(C=C1)F)Cl (7-bromo-4-(3-chloro-4-fluoroanilino)quinazoline hydrochloride salt), O1C(=CC=C1)B(OC(C)C)OC(C)C (di-isopropyl 2-furylboronate). Yields the product ClC=1C=C(NC2=NC=NC3=CC(=CC=C23)C=2OC=CC2)C=CC1F (4-(3-chloro-4-fluoroanilino)-7-(2-furyl)quinazoline). Yield: 36.0%. As a reaction SMILES: Cl.Br[C:3]1[CH:12]=[C:11]2[C:6]([C:7]([NH:13][C:14]3[CH:19]=[CH:18][C:17]([F:20])=[C:16]([Cl:21])[CH:15]=3)=[N:8][CH:9]=[N:10]2)=[CH:5][CH:4]=1.[O:22]1[CH:26]=[CH:25][CH:24]=[C:23]1B(OC(C)C)OC(C)C>>[Cl:21][C:16]1[CH:15]=[C:14]([CH:19]=[CH:18][C:17]=1[F:20])[NH:13][C:7]1[C:6]2[C:11](=[CH:12][C:3]([C:23]3[O:22][CH:26]=[CH:25][CH:24]=3)=[CH:4][CH:5]=2)[N:10]=[CH:9][N:8]=1 |f:0.1|. Procedure: Using an analogous procedure to that described in Example 1, 7-bromo-4-(3-chloro-4-fluoroanilino)quinazoline hydrochloride salt was reacted with di-isopropyl 2-furylboronate to give 4-(3-chloro-4-fluoroanilino)-7-(2-furyl)quinazoline in 36% yield, m.p.>250° C.; Starting materials: CN1CCN(C2CCNCC2)CC1, Nc1c(Cl)cc(CC(CC(=O)N2CCC(N3Cc4ccccc4NC3=O)CC2)C(=O)O)cc1C(F)(F)F. The product is CN1CCN(C2CCN(C(=O)C(CC(=O)N3CCC(N4Cc5ccccc5NC4=O)CC3)Cc3cc(Cl)c(N)c(C(F)(F)F)c3)CC2)CC1. As a reaction SMILES: [CH3:38][N:39]1[CH2:40][CH2:41][N:42]([CH:45]2[CH2:46][CH2:47][NH:48][CH2:49][CH2:50]2)[CH2:43][CH2:44]1.[NH2:1][c:2]1[c:3]([Cl:37])[cH:4][c:5]([CH2:6][CH:7]([C:8](=[O:9])[OH:10])[CH2:11][C:12]([N:13]2[CH2:14][CH2:15][CH:16]([N:19]3[C:20](=[O:29])[NH:21][c:22]4[cH:23][cH:24][cH:25][cH:26][c:27]4[CH2:28]3)[CH2:17][CH2:18]2)=[O:30])[cH:31][c:32]1[C:33]([F:34])([F:35])[F:36]>>[NH2:1][c:2]1[c:3]([Cl:37])[cH:4][c:5]([CH2:6][CH:7]([C:8](=[O:10])[N:48]2[CH2:47][CH2:46][CH:45]([N:42]3[CH2:41][CH2:40][N:39]([CH3:38])[CH2:44][CH2:43]3)[CH2:50][CH2:49]2)[CH2:11][C:12]([N:13]2[CH2:14][CH2:15][CH:16]([N:19]3[C:20](=[O:29])[NH:21][c:22]4[cH:23][cH:24][cH:25][cH:26][c:27]4[CH2:28]3)[CH2:17][CH2:18]2)=[O:30])[cH:31][c:32]1[C:33]([F:34])([F:35])[F:36]. Reactants: CCOC(=O)C(Br)CC, [Cl-], O=C1CCC(c2cccc(Cl)c2)C(c2ccc(Cl)cc2)N1, [H-], [NH4+], [Na+], CN(C)C=O. Product: CCOC(=O)C(CC)N1C(=O)CCC(c2cccc(Cl)c2)C1c1ccc(Cl)cc1. Reaction SMILES: [Br:24][CH:25]([C:26](=[O:27])[O:28][CH2:29][CH3:30])[CH2:31][CH3:32].[Cl-:33].[Cl:1][c:2]1[cH:3][c:4]([CH:8]2[CH2:9][CH2:10][C:11](=[O:21])[NH:12][CH:13]2[c:14]2[cH:15][cH:16][c:17]([Cl:20])[cH:18][cH:19]2)[cH:5][cH:6][cH:7]1.[H-:22].[NH4+:34].[Na+:23].[O:35]=[CH:36][N:37]([CH3:38])[CH3:39]>>[Cl:1][c:2]1[cH:3][c:4]([CH:8]2[CH2:9][CH2:10][C:11](=[O:21])[N:12]([CH:25]([C:26](=[O:27])[O:28][CH2:29][CH3:30])[CH2:31][CH3:32])[CH:13]2[c:14]2[cH:15][cH:16][c:17]([Cl:20])[cH:18][cH:19]2)[cH:5][cH:6][cH:7]1. Reactants: O=C([O-])O, COc1cc2nccc(Cl)c2cc1OC, [Na+], Oc1cccc2[nH]ccc12. Yields the product COc1cc2nccc(Oc3cccc4[nH]ccc34)c2cc1OC. RXN SMILES: [C:26](=[O:27])([O-:28])[OH:29].[Cl:1][c:2]1[cH:3][cH:4][n:5][c:6]2[cH:7][c:8]([O:14][CH3:15])[c:9]([O:12][CH3:13])[cH:10][c:11]12.[Na+:30].[OH:16][c:17]1[c:18]2[cH:19][cH:20][nH:21][c:22]2[cH:23][cH:24][cH:25]1>>[c:2]1([O:16][c:17]2[c:18]3[cH:19][cH:20][nH:21][c:22]3[cH:23][cH:24][cH:25]2)[cH:3][cH:4][n:5][c:6]2[cH:7][c:8]([O:14][CH3:15])[c:9]([O:12][CH3:13])[cH:10][c:11]12. Reactants: CCOC(OCC)c1cc(-c2ccc3c(c2)C(C)(C)OC(=O)N3)co1, C1CCOC1, Cl. Yields the product CC1(C)OC(=O)Nc2ccc(-c3coc(C=O)c3)cc21. RXN SMILES: [CH2:1]([O:3][CH:4]([O:2][CH2:23][CH3:24])[c:5]1[cH:6][c:7](-[c:10]2[cH:11][c:12]3[c:13]([cH:21][cH:22]2)[NH:14][C:15](=[O:20])[O:16][C:17]3([CH3:18])[CH3:19])[cH:8][o:9]1)[CH3:25].[CH2:27]1[O:28][CH2:29][CH2:30][CH2:31]1.[ClH:26]>>[O:3]=[CH:4][c:5]1[cH:6][c:7](-[c:10]2[cH:11][c:12]3[c:13]([cH:21][cH:22]2)[NH:14][C:15](=[O:20])[O:16][C:17]3([CH3:18])[CH3:19])[cH:8][o:9]1.